Task: describe an organic reaction: reactants, conditions, products, and yield. Dataset: the Open Reaction Database (ORD), a public repository of structured organic reaction records Reactants: COC=1C=C(C=CC1)/C=C/C1=NC(=CC(=N1)O)C ((E)-2-[2-(3-methoxy-phenyl)-vinyl]-6-methyl-pyrimidin-4-ol), O=P(Cl)(Cl)Cl (POCl3). Yields the product ClC1=NC(=NC(=C1)C)\C=C\C1=CC(=CC=C1)OC ((E)-4-chloro-2-[2-(3-methoxy-phenyl)-vinyl]-6-methyl-pyrimidine). Yield: 82.0%. As a reaction SMILES: [CH3:1][O:2][C:3]1[CH:4]=[C:5](/[CH:9]=[CH:10]/[C:11]2[N:16]=[C:15](O)[CH:14]=[C:13]([CH3:18])[N:12]=2)[CH:6]=[CH:7][CH:8]=1.O=P(Cl)(Cl)[Cl:21]>>[Cl:21][C:15]1[CH:14]=[C:13]([CH3:18])[N:12]=[C:11](/[CH:10]=[CH:9]/[C:5]2[CH:6]=[CH:7][CH:8]=[C:3]([O:2][CH3:1])[CH:4]=2)[N:16]=1. Procedure: In analogy to example 12c),by heating (E)-2-[2-(3-methoxy-phenyl)-vinyl]-6-methyl-pyrimidin-4-ol (0.6 g, 2.48 mmol) in POCl3 (4.6 ml, 29.5 mmol) at 130° C. for 4.5 h there was obtained (E)-4-chloro-2-[2-(3-methoxy-phenyl)-vinyl]-6-methyl-pyrimidine (0.53 g, 82%) as an orange solid. ISP mass spectrum, m/e: 261.2 (M+1 calculated for C14H13ClN2O: 261).